This data is from the Open Reaction Database (ORD), a public repository of structured organic reaction records. The task is: describe an organic reaction: reactants, conditions, products, and yield Starting materials: CCO, C=C(C)COCC(N)CC(C)C, Cl, [H][H]. Yields the product CC(C)COCC(N)CC(C)C. RXN SMILES: [CH3:16][CH2:17][OH:18].[CH3:1][C:2]([CH2:3][O:4][CH2:5][CH:6]([CH2:7][CH:8]([CH3:9])[CH3:10])[NH2:11])=[CH2:12].[ClH:15].[H:13][H:14]>>[CH3:1][CH:2]([CH2:3][O:4][CH2:5][CH:6]([CH2:7][CH:8]([CH3:9])[CH3:10])[NH2:11])[CH3:12]. Reactants: ClC1=C(C(=O)C2=C(C=CC=C2)NS(=O)(=O)C2=CC=C(C(=O)NCC(=O)O)C=C2)C=CC(=C1)Cl ({4-[2-(2,4-dichloro-benzoyl)-phenylsulfamoyl]-benzoylamino}-acetic acid), C(C)(C)(C)OC(=O)N1CCNCCC1 ([1,4]diazepane-1-carboxylic acid tert-butyl ester). The product is Cl.N1(CCNCCC1)C(CNC(C1=CC=C(C=C1)S(NC1=C(C=CC=C1)C(C1=C(C=C(C=C1)Cl)Cl)=O)(=O)=O)=O)=O (N-(2-[1,4]Diazepan-1-yl-2-oxo-ethyl)-4-[2-(2,4-dichloro-benzoyl)-phenylsulfamoyl]-benzamide hydrochloride). Reaction SMILES: [Cl:1][C:2]1[CH:32]=[C:31]([Cl:33])[CH:30]=[CH:29][C:3]=1[C:4]([C:6]1[CH:11]=[CH:10][CH:9]=[CH:8][C:7]=1[NH:12][S:13]([C:16]1[CH:28]=[CH:27][C:19]([C:20]([NH:22][CH2:23][C:24](O)=[O:25])=[O:21])=[CH:18][CH:17]=1)(=[O:15])=[O:14])=[O:5].C(OC([N:41]1[CH2:47][CH2:46][CH2:45][NH:44][CH2:43][CH2:42]1)=O)(C)(C)C>>[ClH:1].[N:41]1([C:24](=[O:25])[CH2:23][NH:22][C:20](=[O:21])[C:19]2[CH:18]=[CH:17][C:16]([S:13](=[O:14])(=[O:15])[NH:12][C:7]3[CH:8]=[CH:9][CH:10]=[CH:11][C:6]=3[C:4](=[O:5])[C:3]3[CH:29]=[CH:30][C:31]([Cl:33])=[CH:32][C:2]=3[Cl:1])=[CH:28][CH:27]=2)[CH2:47][CH2:46][CH2:45][NH:44][CH2:43][CH2:42]1 |f:2.3|. Procedure: The title compound was prepared from {4-[2-(2,4-dichloro-benzoyl)-phenylsulfamoyl]-benzoylamino}-acetic acid (Example 6.1/c)) and [1,4]diazepane-1-carboxylic acid tert-butyl ester (Fluka) according to the method described in Example 11.1. MS (EI) 589.3 (MH+). Starting materials: OC=1C=C(C(=NC1)C#N)C (5-hydroxy-3-methyl-pyridine-2-carbonitrile), FCOS(=O)(=O)C1=CC=C(C=C1)C (toluene-4-sulfonic acid fluoromethyl ester), C(=O)([O-])[O-].[Cs+].[Cs+] (Cs2CO3). Run in CN(C)C=O (DMF), CN(C)C=O (DMF), CCOC(=O)C (EtOAc). Conditions: temperature 100 celsius, time 1 hour. Product: FCOC=1C=C(C(=NC1)C#N)C (5-Fluoromethoxy-3-methyl-pyridine-2-carbonitrile). Reaction SMILES: [OH:1][C:2]1[CH:3]=[C:4]([CH3:10])[C:5]([C:8]#[N:9])=[N:6][CH:7]=1.[F:11][CH2:12]OS(C1C=CC(C)=CC=1)(=O)=O.C([O-])([O-])=O.[Cs+].[Cs+]>CN(C=O)C.CCOC(C)=O>[F:11][CH2:12][O:1][C:2]1[CH:3]=[C:4]([CH3:10])[C:5]([C:8]#[N:9])=[N:6][CH:7]=1 |f:2.3.4|. Reported procedure: To a solution of 5-hydroxy-3-methyl-pyridine-2-carbonitrile (CAS registry 228867-86-5) (228 mg, 1.70 mmol) in DMF (10 ml) was added a solution of toluene-4-sulfonic acid fluoromethyl ester (CAS registry 114435-86-8) (521 mg, 2.55 mmol) and Cs2CO3 (1.386 g, 4.26 mmol) in DMF (4 ml). The reaction mixture was stirred for 1 h at 100° C., then for 1 h at 70° C., diluted with EtOAc and washed with saturated aqueous NH4Cl soln. and brine. The aqueous layers were reextracted with EtOAc, the combined org... Starting materials: C1(=CC=C(C=C1)S(=O)(=O)[O-])C.[NH+]1=CC=CC=C1 (Pyridinium p-toluenesulfonate), BrC=1C=C2C(C3=C(C=NC(=C3)Cl)OC2=CC1F)(O)C (7-bromo-3-chloro-8-fluoro-5-methyl-5H-chromeno[2,3-c]pyridin-5-ol), C([O-])(O)=O.[Na+] (sodium bicarbonate). Run in ClCCCl (DCE). Run at time 1.5 hour. Product: BrC=1C=C2C(C3=C(C=NC(=C3)Cl)OC2=CC1F)=C (7-bromo-3-chloro-8-fluoro-5-methylene-5H-chromeno[2,3-c]pyridine). Reaction SMILES: C1(C)C=CC(S([O-])(=O)=O)=CC=1.[NH+]1C=CC=CC=1.[Br:18][C:19]1[CH:20]=[C:21]2[C:31](=[CH:32][C:33]=1[F:34])[O:30][C:24]1[CH:25]=[N:26][C:27]([Cl:29])=[CH:28][C:23]=1[C:22]2([CH3:36])O.C(=O)(O)[O-].[Na+]>ClCCCl>[Br:18][C:19]1[CH:20]=[C:21]2[C:31](=[CH:32][C:33]=1[F:34])[O:30][C:24]1[CH:25]=[N:26][C:27]([Cl:29])=[CH:28][C:23]=1[C:22]2=[CH2:36] |f:0.1,3.4|. Procedure: Pyridinium p-toluenesulfonate (0.023 g, 0.090 mmol) was added to a solution of 7-bromo-3-chloro-8-fluoro-5-methyl-5H-chromeno[2,3-c]pyridin-5-ol (0.619 g, 1.796 mmol) in DCE (7.19 mL) at 65° C. After 1.5 hours, the reaction was judged complete by LC/MS analysis and the solution was allowed to cool to rt and was poured into saturated sodium bicarbonate (50 mL). The layers were separated and the aqueous layer was extracted with CH2Cl2 (3×25 mL). The combined organic extracts were washed with satur... The reactants are FC(C(=O)O)(F)F (trifluoroacetic acid), C1(=CC=CC=C1)OC (anisole), C(=O)NC=1SC=C(N1)C(C(=O)NC1[C@@H]2N(C(=C(CS2)COC)C(=O)OC(C)(C)C)C1=O)=NOC (tert-butyl 7-[2-(2-formamidothiazol-4-yl)-2-methoxyiminoacetamido]-3-methoxymethyl-3-cephem-4-carboxylate). Run in C(Cl)Cl (methylene chloride). Conditions: temperature 40 celsius, time 3 hour. Product: C(=O)NC=1SC=C(N1)C(C(=O)NC1[C@@H]2N(C(=C(CS2)COC)C(=O)O)C1=O)=NOC (7-[2-(2-formamidothiazol-4-yl)-2-methoxyiminoacetamido]-3-methoxymethyl-3-cephem-4-carboxylic acid). Yield: 62.9%. As a reaction SMILES: [CH:1]([NH:3][C:4]1[S:5][CH:6]=[C:7]([C:9](=[N:32][O:33][CH3:34])[C:10]([NH:12][CH:13]2[C:30](=[O:31])[N:15]3[C:16]([C:23]([O:25]C(C)(C)C)=[O:24])=[C:17]([CH2:20][O:21][CH3:22])[CH2:18][S:19][C@H:14]23)=[O:11])[N:8]=1)=[O:2].FC(F)(F)C(O)=O.C1(OC)C=CC=CC=1>C(Cl)Cl>[CH:1]([NH:3][C:4]1[S:5][CH:6]=[C:7]([C:9](=[N:32][O:33][CH3:34])[C:10]([NH:12][CH:13]2[C:30](=[O:31])[N:15]3[C:16]([C:23]([OH:25])=[O:24])=[C:17]([CH2:20][O:21][CH3:22])[CH2:18][S:19][C@H:14]23)=[O:11])[N:8]=1)=[O:2]. Procedure: To a cold suspension of tert-butyl 7-[2-(2-formamidothiazol-4-yl)-2-methoxyiminoacetamido]-3-methoxymethyl-3-cephem-4-carboxylate (syn isomer)(1.0 g) in methylene chloride (20 ml) were added trifluoroacetic acid (4.4 g) and anisole (0.2 ml), and the mixture was gradually warmed at 40° C., followed by stirring at 10° C. for 3 hours. After evaporation of the reaction mixture, to the residue was added ethyl acetate (20 ml), followed by extracting with an aqueous solution of sodium bicarbonate. The ... Reported procedure: Similarly prepared from 4-(2-{(5-ethylpyrimidin-2-yl)[4-(trifluoromethyl)benzyl]amino}ethyl)phenol and t-butyl 2-bromobutyrate. RXN SMILES: [CH2:1]([C:3]1[CH:4]=[N:5][C:6]([N:9]([CH2:19][C:20]2[CH:25]=[CH:24][C:23]([C:26]([F:29])([F:28])[F:27])=[CH:22][CH:21]=2)[CH2:10][CH2:11][C:12]2[CH:17]=[CH:16][C:15]([OH:18])=[CH:14][CH:13]=2)=[N:7][CH:8]=1)[CH3:2].Br[CH:31]([CH2:39][CH3:40])[C:32]([O:34]C(C)(C)C)=[O:33]>>[CH2:1]([C:3]1[CH:8]=[N:7][C:6]([N:9]([CH2:19][C:20]2[CH:25]=[CH:24][C:23]([C:26]([F:28])([F:29])[F:27])=[CH:22][CH:21]=2)[CH2:10][CH2:11][C:12]2[CH:13]=[CH:14][C:15]([O:18][CH:31]([CH2:39][CH3:40])[C:32]([OH:34])=[O:33])=[CH:16][CH:17]=2)=[N:5][CH:4]=1)[CH3:2]. Starting materials: C(C)C=1C=NC(=NC1)N(CCC1=CC=C(C=C1)O)CC1=CC=C(C=C1)C(F)(F)F (4-(2-{(5-ethylpyrimidin-2-yl)[4-(trifluoromethyl)benzyl]amino}ethyl)phenol), BrC(C(=O)OC(C)(C)C)CC (t-butyl 2-bromobutyrate). Yields the product C(C)C=1C=NC(=NC1)N(CCC1=CC=C(OC(C(=O)O)CC)C=C1)CC1=CC=C(C=C1)C(F)(F)F (2-[4-(2-{(5-Ethylpyrimidin-2-yl)[4-(trifluoromethyl)benzyl]amino}ethyl)phenoxy]butanoic acid). Run in CN(C)C=O (DMF). As a reaction SMILES: [CH3:1][C:2]1[CH:7]=[CH:6][C:5]([C:8](=[O:16])[CH2:9][C:10]2[CH:15]=[CH:14][CH:13]=[CH:12][CH:11]=2)=[CH:4][CH:3]=1.CO[CH:19](OC)[N:20]([CH3:22])[CH3:21]>CN(C=O)C>[CH3:19][N:20]([CH3:22])[CH:21]=[C:9]([C:10]1[CH:11]=[CH:12][CH:13]=[CH:14][CH:15]=1)[C:8]([C:5]1[CH:4]=[CH:3][C:2]([CH3:1])=[CH:7][CH:6]=1)=[O:16]. Procedure details: A solution of 1-(4-methylphenyl)-2-phenylethanone (11-1) (8.4 g, 39.95 mmol) and N,N-dimethylformamide dimethylacetal (11.9 g, 99.87 mmol) in DMF (40 mL) was heated to 100° C. for 1 h. Concentrated in vacuo to give crude 3-(dimethylamino)-1-(4-methylphenyl)-2-phenylprop-2-en-1-one (11-2) as a red oil. LRMS m/z (M+H) Calcd: 266.4, found: 266.2. Starting materials: CC1=CC=C(C=C1)C(CC1=CC=CC=C1)=O (1-(4-methylphenyl)-2-phenylethanone), COC(N(C)C)OC (N,N-dimethylformamide dimethylacetal). Product: CN(C=C(C(=O)C1=CC=C(C=C1)C)C1=CC=CC=C1)C (3-(dimethylamino)-1-(4-methylphenyl)-2-phenylprop-2-en-1-one). The reactants are Cl (hydrogen chloride), C(C)(=O)OCC (ethyl acetate), C(C)(C)(C)OC(NCC1=C(C=C(C=C1)S(=O)(=NC#N)C)F)=O ((2-fluoro-4-(N-cyano-S-methylsulfonimidoyl)-benzyl)-carbamic acid tert-butyl ester). Solvent: ClCCl (dichloromethane). Yields the product FC1=C(CN)C=CC(=C1)S(=O)(=NC#N)C (2-Fluoro-4-(N-cyano-S-methylsulfonimidoyl)benzylamine). RXN SMILES: C(OC(=O)[NH:7][CH2:8][C:9]1[CH:14]=[CH:13][C:12]([S:15]([CH3:20])(=[N:17][C:18]#[N:19])=[O:16])=[CH:11][C:10]=1[F:21])(C)(C)C.Cl.C(OCC)(=O)C>ClCCl>[F:21][C:10]1[CH:11]=[C:12]([S:15]([CH3:20])(=[N:17][C:18]#[N:19])=[O:16])[CH:13]=[CH:14][C:9]=1[CH2:8][NH2:7]. Reported procedure: A solution of (2-fluoro-4-(N-cyano-S-methylsulfonimidoyl)-benzyl)-carbamic acid tert-butyl ester (preparation 18c, 2.20 g, 6.38 mmol) in dichloromethane (20 mL) is cooled at 0° C. and treated with a solution of hydrogen chloride in ethyl acetate (4 M, 16 mL, 64 mmol). After 2 h all volatiles are removed under reduced pressure and the residue is purifed by preparative reversed phase HPLC (Gemini, gradient of acetonitrile in water, 0.04% NH3). ESI mass spectrum: [M+H]+=228; r.t. HPLC: 2.16 min (0-... Starting materials: [BH4-], CCO, [Na+], CCOC(=O)C(=O)c1cccs1. The product is CCOC(=O)C(O)c1cccs1. As a reaction SMILES: [BH4-:13].[CH3:15][CH2:16][OH:17].[Na+:14].[O:1]=[C:2]([C:3](=[O:4])[O:5][CH2:6][CH3:7])[c:8]1[s:9][cH:10][cH:11][cH:12]1>>[OH:1][CH:2]([C:3](=[O:4])[O:5][CH2:6][CH3:7])[c:8]1[s:9][cH:10][cH:11][cH:12]1. The reactants are P(Cl)(Cl)(Cl)(Cl)Cl (phosphorous pentachloride), FC(S(=O)(=O)O)(F)F (Trifluoromethanesulfonic acid), N1=CC=C(C=C1)CS(=O)(=O)O (4-pyridylmethanesulfonic acid), N1=C(C=CC=C1)CS(=O)(=O)O (pyridylmethanesulfonic acid). The solvent is P(=O)(Cl)(Cl)Cl (phosphorous oxychloride). Product: OS(=O)(=O)C(F)(F)F.N1=CC=C(C=C1)CS(=O)(=O)Cl (4-Pyridylmethanesulfonyl chloride triflate). Yield: 82.9%. Reaction SMILES: [F:1][C:2]([F:8])([F:7])[S:3]([OH:6])(=[O:5])=[O:4].[N:9]1[CH:14]=[CH:13][C:12]([CH2:15][S:16]([OH:19])(=O)=[O:17])=[CH:11][CH:10]=1.N1C=CC=CC=1CS(O)(=O)=O.P(Cl)(Cl)(Cl)(Cl)[Cl:32]>P(Cl)(Cl)(Cl)=O>[OH:6][S:3]([C:2]([F:8])([F:7])[F:1])(=[O:5])=[O:4].[N:9]1[CH:14]=[CH:13][C:12]([CH2:15][S:16]([Cl:32])(=[O:19])=[O:17])=[CH:11][CH:10]=1 |f:5.6|. Procedure details: Trifluoromethanesulfonic acid (100 g, 0.67 mol) was rapidly added to a suspension of 4-pyridylmethanesulfonic acid (103 g, 0.6 mol) in phosphorous oxychloride (300 ml). The pyridylmethanesulfonic acid dissolved and reprecipitated as the triflate salt. The resulting suspension was cooled in ice for 30 min, then treated with phosphorous pentachloride (139 g, 0.67 mol) in Portions during 10 minutes. The mixture was allowed to warm to room temperature over 30 min and was then cautiously heated to re...